Dataset: the Open Reaction Database (ORD), a public repository of structured organic reaction records. Task: describe an organic reaction: reactants, conditions, products, and yield Starting materials: CC(C)OCC(=O)N1C(=O)OCC1Cc1ccccc1, CCOc1ccc(C=O)cc1. Product: CCOc1ccc(C(O)C(OC(C)C)C(=O)N2C(=O)OCC2Cc2ccccc2)cc1. As a reaction SMILES: [CH2:12]([c:13]1[cH:14][cH:15][cH:16][cH:17][cH:18]1)[CH:19]1[N:20]([C:25]([CH2:26][O:27][CH:28]([CH3:29])[CH3:30])=[O:31])[C:21](=[O:24])[O:22][CH2:23]1.[CH2:1]([CH3:2])[O:3][c:4]1[cH:5][cH:6][c:7]([CH:8]=[O:9])[cH:10][cH:11]1>>[CH2:1]([CH3:2])[O:3][c:4]1[cH:5][cH:6][c:7]([CH:8]([OH:9])[CH:26]([C:25]([N:20]2[CH:19]([CH2:12][c:13]3[cH:14][cH:15][cH:16][cH:17][cH:18]3)[CH2:23][O:22][C:21]2=[O:24])=[O:31])[O:27][CH:28]([CH3:29])[CH3:30])[cH:10][cH:11]1. Reactants: CCOC(=O)CN, CCN=C=NCCCN(C)C, CCN(C(C)C)C(C)C, Cl, Cl, CN(C)C=O, O, On1nnc2ccccc21, O=C(O)c1ccc(-c2ccccc2)cn1. Product: CCOC(=O)CNC(=O)c1ccc(-c2ccccc2)cn1. Reaction SMILES: [CH2:48]([CH3:49])[O:50][C:51]([CH2:52][NH2:53])=[O:54].[CH3:35][CH2:36][N:37]=[C:38]=[N:39][CH2:40][CH2:41][CH2:42][N:43]([CH3:44])[CH3:45].[CH:16]([N:17]([CH2:18][CH3:19])[CH:20]([CH3:21])[CH3:22])([CH3:23])[CH3:24].[ClH:46].[ClH:47].[O:55]=[CH:56][N:57]([CH3:58])[CH3:59].[OH2:60].[OH:25][n:26]1[c:27]2[c:28]([cH:29][cH:30][cH:31][cH:32]2)[n:33][n:34]1.[c:1]1(-[c:7]2[cH:8][cH:9][c:10]([C:13](=[O:14])[OH:15])[n:11][cH:12]2)[cH:2][cH:3][cH:4][cH:5][cH:6]1>>[c:1]1(-[c:7]2[cH:8][cH:9][c:10]([C:13](=[O:15])[NH:53][CH2:52][C:51]([O:50][CH2:48][CH3:49])=[O:54])[n:11][cH:12]2)[cH:2][cH:3][cH:4][cH:5][cH:6]1. The reactants are CC(C)(C)c1cc(C=O)ccc1O, CCO, N#CCS(=O)(=O)c1ccc(F)cc1, O. Product: CC(C)(C)c1cc(C=C(C#N)S(=O)(=O)c2ccc(F)cc2)ccc1O. As a reaction SMILES: [C:1]([CH3:2])([CH3:3])([CH3:4])[c:5]1[cH:6][c:7]([CH:8]=[O:9])[cH:10][cH:11][c:12]1[OH:13].[CH3:28][CH2:29][OH:30].[F:14][c:15]1[cH:16][cH:17][c:18]([S:21](=[O:22])(=[O:23])[CH2:24][C:25]#[N:26])[cH:19][cH:20]1.[OH2:27]>>[C:1]([CH3:2])([CH3:3])([CH3:4])[c:5]1[cH:6][c:7]([CH:8]=[C:24]([S:21]([c:18]2[cH:17][cH:16][c:15]([F:14])[cH:20][cH:19]2)(=[O:22])=[O:23])[C:25]#[N:26])[cH:10][cH:11][c:12]1[OH:13].